Dataset: the Open Reaction Database (ORD), a public repository of structured organic reaction records. Task: describe an organic reaction: reactants, conditions, products, and yield The yield is 90.2%. Procedure: The PMB alcohol 62 (6.11 mmol) was added to CH2Cl2 (19 ML) then H2O (1 mL) and DDQ (1.80 g, 7.93 μmol) were added. After 1 h of stirring, the reaction was quenched by adding saturated aqueous NaHCO3 (100 mL). The organic phase was washed with saturated aqueous NaHCO3 (3×100 mL) and brine, dried over MgSO4 filtered and concentrated. Purification by flash column chromatography (EtOAc/hexane 1:9) furnished 63 (2.23 g, 90%) as a colorless oil: IR (CHCl3) 3403, 2928, 2856, 1472, 1463, 1388, 1256, 110... RXN SMILES: [Si:1]([O:8][C@H:9]([C@@H:23]([CH3:35])[CH2:24][CH2:25][CH2:26][O:27][Si:28]([C:31]([CH3:34])([CH3:33])[CH3:32])([CH3:30])[CH3:29])[C@@H:10]([CH3:22])[CH2:11][O:12]CC1C=CC(OC)=CC=1)([C:4]([CH3:7])([CH3:6])[CH3:5])([CH3:3])[CH3:2].C(Cl)Cl.C(C1C(=O)C(Cl)=C(Cl)C(=O)C=1C#N)#N>O>[Si:1]([O:8][C@H:9]([C@@H:23]([CH3:35])[CH2:24][CH2:25][CH2:26][O:27][Si:28]([C:31]([CH3:32])([CH3:34])[CH3:33])([CH3:29])[CH3:30])[C@@H:10]([CH3:22])[CH2:11][OH:12])([C:4]([CH3:6])([CH3:7])[CH3:5])([CH3:3])[CH3:2]. Starting materials: C(#N)C1=C(C(=O)C(=C(C1=O)Cl)Cl)C#N (DDQ), [Si](C)(C)(C(C)(C)C)O[C@@H]([C@H](COCC1=CC=C(C=C1)OC)C)[C@H](CCCO[Si](C)(C)C(C)(C)C)C (1-(((2S,3R,4S)-3,7-bis(tert-Butyldimethylsilyloxy)-2,4-dimethylheptyloxy)methyl)-4-methoxybenzene), C(Cl)Cl (CH2Cl2). Run in O (H2O). Yields the product [Si](C)(C)(C(C)(C)C)O[C@@H]([C@H](CO)C)[C@H](CCCO[Si](C)(C)C(C)(C)C)C ((2S,3R,4S)-3,7-bis(tert-Butyldimethylsilyloxy)-2,4-dimethylheptan-1-ol). Reaction conditions: time 1 hour. The reactants are CC1(C(NC(N1)=O)=O)C (5,5-dimethylimidazolidine-2,4-dione), COC1=CC=C(CCl)C=C1 (4-methoxybenzyl chloride). The product is COC1=CC=C(CN2C(NC(C2=O)(C)C)=O)C=C1 (3-(4-methoxybenzyl)-5,5-dimethylimidazolidine-2,4-dione). As a reaction SMILES: [CH3:1][C:2]1([CH3:9])[NH:6][C:5](=[O:7])[NH:4][C:3]1=[O:8].[CH3:10][O:11][C:12]1[CH:19]=[CH:18][C:15]([CH2:16]Cl)=[CH:14][CH:13]=1>>[CH3:10][O:11][C:12]1[CH:19]=[CH:18][C:15]([CH2:16][N:4]2[C:3](=[O:8])[C:2]([CH3:9])([CH3:1])[NH:6][C:5]2=[O:7])=[CH:14][CH:13]=1. Procedure: Using 5,5-dimethylimidazolidine-2,4-dione (3.00 g) and 4-methoxybenzyl chloride (3.81 mL) and by the reaction and treatment in the same manner as in Preparation Example 51, the title compound (4.32 g) was obtained.